From a dataset of the Open Reaction Database (ORD), a public repository of structured organic reaction records. describe an organic reaction: reactants, conditions, products, and yield The reactants are O (water), C(C)OC=C(CCCC1=CC=CC2=CC=CC=C12)C#N (1-ethoxy-2-cyano-5-(naphth-1-yl)-1-pentene), Cl.NC(=N)N (guanidine hydrochloride), C([O-])([O-])=O.[K+].[K+] (potassium carbonate). Run in CN(C=O)C (N,N-dimethylformamide), CN(C=O)C (dimethylformamide). Reaction conditions: temperature 125 celsius, time 6 hour. Yields the product NC1=NC=C(C(=N1)N)CCCC1=CC=CC2=CC=CC=C12 (2,4-diamino-5-[3-(naphth-1-yl)propyl]pyrimidine). Isolated yield 35.9%. As a reaction SMILES: C(O[CH:4]=[C:5]([C:19]#[N:20])[CH2:6][CH2:7][CH2:8][C:9]1[C:18]2[C:13](=[CH:14][CH:15]=[CH:16][CH:17]=2)[CH:12]=[CH:11][CH:10]=1)C.Cl.[NH2:22][C:23]([NH2:25])=[NH:24].C(=O)([O-])[O-].[K+].[K+].O>CN(C)C=O>[NH2:24][C:23]1[N:25]=[C:19]([NH2:20])[C:5]([CH2:6][CH2:7][CH2:8][C:9]2[C:18]3[C:13](=[CH:14][CH:15]=[CH:16][CH:17]=3)[CH:12]=[CH:11][CH:10]=2)=[CH:4][N:22]=1 |f:1.2,3.4.5|. Procedure: Under a nitrogen atmosphere a stirred solution of 0.85 gram (0.003 mole) of 1-ethoxy-2-cyano-5-(naphth-1-yl)-1-pentene, 1.22 grams (0.013 mole) of guanidine hydrochloride, and 2.65 grams (0.019 mole) of potassium carbonate in 20 mL of N,N-dimethylformamide was heated at 110° C. for 20 hours. After this time the reaction mixture was analyzed by thin layer chromatography (TLC) which indicated the reaction was not complete. The reaction mixture was warmed to 125° C. where it was stirred for six hou... Reactants: NC1=C(C(=O)O)C=CC=C1O (2-amino-3-hydroxy-benzoic acid), C(OC)(OC)OC (trimethyl orthoformate). Yields the product O1C=NC=2C1=CC=CC2C(=O)O (benzoxazole-4-carboxylic Acid). RXN SMILES: [NH2:1][C:2]1[C:10]([OH:11])=[CH:9][CH:8]=[CH:7][C:3]=1[C:4]([OH:6])=[O:5].[CH:12](OC)(OC)OC>>[O:11]1[C:10]2=[CH:9][CH:8]=[CH:7][C:3]([C:4]([OH:6])=[O:5])=[C:2]2[N:1]=[CH:12]1. Procedure: A solution of 2-amino-3-hydroxy-benzoic acid (13.1 mmol) in trimethyl orthoformate (20.0 mL) is refluxed for 4 h, cooled to RT and concentrated in vacuo to give a crude product which is used without further purification. Starting materials: COc1cc2c(cc1C(F)(F)F)N(C(=O)Nc1cc(Br)c(C)c(Br)c1)CC2, COCCOC, [Na+], [Na+], O=C([O-])[O-], O, OB(O)c1cccnc1. Yields the product COc1cc2c(cc1C(F)(F)F)N(C(=O)Nc1cc(Br)c(C)c(-c3cccnc3)c1)CC2. RXN SMILES: [Br:1][c:2]1[cH:3][c:4]([NH:10][C:11](=[O:12])[N:13]2[CH2:14][CH2:15][c:16]3[cH:17][c:18]([O:26][CH3:27])[c:19]([C:22]([F:23])([F:24])[F:25])[cH:20][c:21]32)[cH:5][c:6]([Br:9])[c:7]1[CH3:8].[CH2:43]([CH2:44][O:45][CH3:46])[O:47][CH3:48].[Na+:37].[Na+:38].[O-:39][C:40](=[O:41])[O-:42].[OH2:49].[n:28]1[cH:29][c:30]([B:34]([OH:35])[OH:36])[cH:31][cH:32][cH:33]1>>[Br:1][c:2]1[cH:3][c:4]([NH:10][C:11](=[O:12])[N:13]2[CH2:14][CH2:15][c:16]3[cH:17][c:18]([O:26][CH3:27])[c:19]([C:22]([F:23])([F:24])[F:25])[cH:20][c:21]32)[cH:5][c:6](-[c:30]2[cH:29][n:28][cH:33][cH:32][cH:31]2)[c:7]1[CH3:8]. The reactants are CC(=O)c1c(O)cc(C)[nH]c1=O, C1CCNCC1, O=Cc1ccc(OC(F)(F)F)c(Cl)c1, O, c1ccncc1. Product: Cc1cc(O)c(C(=O)C=Cc2ccc(OC(F)(F)F)c(Cl)c2)c(=O)[nH]1. RXN SMILES: [C:1]([CH3:2])(=[O:3])[c:4]1[c:5](=[O:12])[nH:6][c:7]([CH3:11])[cH:8][c:9]1[OH:10].[CH2:33]1[CH2:34][CH2:35][NH:36][CH2:37][CH2:38]1.[Cl:13][c:14]1[cH:15][c:16]([CH:17]=[O:18])[cH:19][cH:20][c:21]1[O:22][C:23]([F:24])([F:25])[F:26].[OH2:39].[cH:27]1[cH:28][cH:29][n:30][cH:31][cH:32]1>>[C:1]([CH:2]=[CH:17][c:16]1[cH:15][c:14]([Cl:13])[c:21]([O:22][C:23]([F:24])([F:25])[F:26])[cH:20][cH:19]1)(=[O:3])[c:4]1[c:5](=[O:12])[nH:6][c:7]([CH3:11])[cH:8][c:9]1[OH:10]. Starting materials: Cl.NO (Hydroxylamine hydrochloride), C(=O)C1=C(OC2CCN(CC2)C(CNC(=O)C2=NNC(=C2)C2=CC=CC=C2)=O)C=CC=C1 (5-phenyl-1H-pyrazole-3-carboxylic acid {2-[4-(2-formyl-phenoxy)-piperidin-1-yl]-2-oxo-ethyl}-amide), C(C)(=O)[O-].[Na+] (sodium acetate). The solvent is CO (MeOH), O (water). Conditions: time 4 hour. Product: OCC1=C(OC2CCN(CC2)C(CNC(=O)C2=NNC(=C2)C2=CC=CC=C2)=O)C=CC=C1 (5-phenyl-1H-pyrazole-3-carboxylic acid {2-[4-(2-hydroxymethyl-phenoxy)-piperidin-1-yl]-2-oxo-ethyl}-amide). The yield is 14.4%. As a reaction SMILES: Cl.NO.[CH:4]([C:6]1[CH:35]=[CH:34][CH:33]=[CH:32][C:7]=1[O:8][CH:9]1[CH2:14][CH2:13][N:12]([C:15](=[O:31])[CH2:16][NH:17][C:18]([C:20]2[CH:24]=[C:23]([C:25]3[CH:30]=[CH:29][CH:28]=[CH:27][CH:26]=3)[NH:22][N:21]=2)=[O:19])[CH2:11][CH2:10]1)=[O:5].C([O-])(=O)C.[Na+]>CO.O>[OH:5][CH2:4][C:6]1[CH:35]=[CH:34][CH:33]=[CH:32][C:7]=1[O:8][CH:9]1[CH2:14][CH2:13][N:12]([C:15](=[O:31])[CH2:16][NH:17][C:18]([C:20]2[CH:24]=[C:23]([C:25]3[CH:30]=[CH:29][CH:28]=[CH:27][CH:26]=3)[NH:22][N:21]=2)=[O:19])[CH2:11][CH2:10]1 |f:0.1,3.4|. Reported procedure: Hydroxylamine hydrochloride (33 mg, 0.5 mmol) was added to a stirred cold (0° C.) mixture of 5-phenyl-1H-pyrazole-3-carboxylic acid {2-[4-(2-formyl-phenoxy)-piperidin-1-yl]-2-oxo-ethyl}-amide (150 mg, 0.4 mmol) and sodium acetate (65 mg, 0.8 mmol) in MeOH (3 mL) and stirring was continued at ambient temperature for 4 hrs. The reaction mixture was diluted with water, extracted with ethyl acetate and dried over sodium sulfate. The organic layer was concentrated under reduced pressure to afford 25 ...